This data is from the Open Reaction Database (ORD), a public repository of structured organic reaction records. The task is: describe an organic reaction: reactants, conditions, products, and yield Reactants: OC=1C=C2C[C@H](CC2=CC1)NS(=O)(=O)C(C)C ((S)-N-(5-hydroxy-2,3-dihydro-1H-inden-2-yl)propane-2-sulfonamide), [H-].[Na+] (NaH), BrCC1=C(C#N)C=CC=C1 (2-(bromomethyl)benzonitrile). Solvent: CN(C)C=O (DMF), CN(C)C=O (DMF). Reaction conditions: time 15 minute. Yields the product C(#N)C1=C(COC=2C=C3C[C@H](CC3=CC2)NS(=O)(=O)C(C)C)C=CC=C1 ((S)-N-(5-(2-cyanobenzyloxy)-2,3-dihydro-1H-inden-2-yl)propane-2-sulfonamide). Isolated yield 49.0%. Reaction SMILES: [OH:1][C:2]1[CH:3]=[C:4]2[C:8](=[CH:9][CH:10]=1)[CH2:7][C@H:6]([NH:11][S:12]([CH:15]([CH3:17])[CH3:16])(=[O:14])=[O:13])[CH2:5]2.[H-].[Na+].Br[CH2:21][C:22]1[CH:29]=[CH:28][CH:27]=[CH:26][C:23]=1[C:24]#[N:25]>CN(C=O)C>[C:24]([C:23]1[CH:26]=[CH:27][CH:28]=[CH:29][C:22]=1[CH2:21][O:1][C:2]1[CH:3]=[C:4]2[C:8](=[CH:9][CH:10]=1)[CH2:7][C@H:6]([NH:11][S:12]([CH:15]([CH3:17])[CH3:16])(=[O:14])=[O:13])[CH2:5]2)#[N:25] |f:1.2|. Reported procedure: A mixture of (S)-N-(5-hydroxy-2,3-dihydro-1H-inden-2-yl)propane-2-sulfonamide (0.098 mmol, 25 mg) and NaH (0.196 mmol, 4.70 mg) in DMF (1 mL) was stirred at room temp for 15 min. 2-(bromomethyl)benzonitrile (0.098 mmol, 19.20 mg) in DMF (1 mL) was added and the reaction mixture heated at 120° C. for 600 s in a Smith Synthesiser microwave. The reaction mixture was filtered through a Whatman filter and purified by preparative HPLC to give desired product (17.8 mg, 49.1%). MS (ESI): m/z [M−H]− 369.... Starting materials: COCCCC1CNCCN1, CS(C)=O, Cc1ccccc1, CCOC(C)=O, NC1=Nc2cc(Cl)ccc2Nc2sccc21, Cl. Product: COCCCC1CN(C2=Nc3cc(Cl)ccc3Nc3sccc32)CCN1. RXN SMILES: [CH3:18][O:19][CH2:20][CH2:21][CH2:22][CH:23]1[NH:24][CH2:25][CH2:26][NH:27][CH2:28]1.[CH3:29][S:30]([CH3:31])=[O:32].[CH3:33][c:34]1[cH:35][cH:36][cH:37][cH:38][cH:39]1.[CH3:40][CH2:41][O:42][C:43](=[O:44])[CH3:45].[Cl:2][c:3]1[cH:4][c:5]2[c:6]([cH:16][cH:17]1)[NH:7][c:8]1[s:9][cH:10][cH:11][c:12]1[C:13]([NH2:15])=[N:14]2.[ClH:1]>>[Cl:2][c:3]1[cH:4][c:5]2[c:6]([cH:16][cH:17]1)[NH:7][c:8]1[s:9][cH:10][cH:11][c:12]1[C:13]([N:15]1[CH2:26][CH2:25][NH:24][CH:23]([CH2:22][CH2:21][CH2:20][O:19][CH3:18])[CH2:28]1)=[N:14]2. Starting materials: [N+](=O)([O-])C1=C2C=CC(=NC2=CC=C1)Cl (5-nitro-2-chloroquinoline), CC1=CC=C(O1)CN (5-methyl-2-furanmethanamine), N1N=C(C=C1)C=O (pyrazol-3-carbaldehyde). The product is CC1=CC=C(O1)CNC1=NC=2C=CC=C(C2C=C1)NCC1=NNC=C1 (N2-(5-Methyl-furan-2-ylmethyl)-N5-(1H-pyrazol-3-ylmethyl)-quinoline-2,5-diamine). Reaction SMILES: [N+:1]([C:4]1[CH:13]=[CH:12][CH:11]=[C:10]2[C:5]=1[CH:6]=[CH:7][C:8](Cl)=[N:9]2)([O-])=O.[CH3:15][C:16]1[O:20][C:19]([CH2:21][NH2:22])=[CH:18][CH:17]=1.[NH:23]1[CH:27]=[CH:26][C:25]([CH:28]=O)=[N:24]1>>[CH3:15][C:16]1[O:20][C:19]([CH2:21][NH:22][C:8]2[CH:7]=[CH:6][C:5]3[C:4]([NH:1][CH2:28][C:25]4[CH:26]=[CH:27][NH:23][N:24]=4)=[CH:13][CH:12]=[CH:11][C:10]=3[N:9]=2)=[CH:18][CH:17]=1. Procedure: The title compound, MS: m/e=334.3 (M+H+), was prepared from 5-nitro-2-chloroquinoline, 5-methyl-2-furanmethanamine and pyrazol-3-carbaldehyde as described in example 26.